Dataset: the Open Reaction Database (ORD), a public repository of structured organic reaction records. Task: describe an organic reaction: reactants, conditions, products, and yield Starting materials: OCc1ccc(F)c(Br)c1, [Na+], [OH-], O, O=[N+]([O-])O. The product is O=Cc1ccc(F)c(Br)c1. RXN SMILES: [Br:1][c:2]1[cH:3][c:4]([CH2:5][OH:6])[cH:7][cH:8][c:9]1[F:10].[Na+:16].[OH-:15].[OH2:17].[OH:11][N+:12](=[O:13])[O-:14]>>[Br:1][c:2]1[cH:3][c:4]([CH:5]=[O:6])[cH:7][cH:8][c:9]1[F:10].